This data is from the Open Reaction Database (ORD), a public repository of structured organic reaction records. The task is: describe an organic reaction: reactants, conditions, products, and yield Reactants: COC(=O)N1C2C3C=CC(C2N1C(=O)OC)C3OC(C)(C)C (3,4-dimethoxycarbonyl-9-t-butoxy-3,4-diazatricyclo[4,2,1,02,5 ]non-7-ene), [OH-].[K+] (KOH), OO (H2O2). The solvent is CO (methanol). Conditions: temperature 20 celsius. Yields the product C(C)(C)(C)OC1C2C3N=NC3C1C=C2 (9-t-butoxy-3,4-diazatricyclo[4,2,1,02,5 ]nona-3,7-diene), naphtha. As a reaction SMILES: COC([N:5]1[N:12](C(OC)=O)[CH:11]2[CH:6]1[CH:7]1[CH:17]([O:18][C:19]([CH3:22])([CH3:21])[CH3:20])[CH:10]2[CH:9]=[CH:8]1)=O.[OH-].[K+].OO>CO>[C:19]([O:18][CH:17]1[CH:7]2[CH:8]=[CH:9][CH:10]1[CH:11]1[CH:6]2[N:5]=[N:12]1)([CH3:22])([CH3:20])[CH3:21] |f:1.2|. Procedure: 50 parts of 3,4-dimethoxycarbonyl-9-t-butoxy-3,4-diazatricyclo[4,2,1,02,5 ]non-7-ene, 50 parts of KOH and 250 parts of methanol were refluxed for 7 hours, after which 36 parts of 30 percent strength aqueous H2O2 were added dropwise at 60° C. and stirring was continued for a further hour at 60° C. The mixture was cooled to 20° C., and thereafter the solid product was filtered off under suction and washed with 50 parts of methanol, the combined filtrates were evaporated down in a rotary evaporator... The reactants are C(C1=CC=CC=C1)OC(=O)C(OC1=CC=C(C(=O)C2=CN(C3=CC=CC=C23)CCCC(=O)OCC)C=C1)C1=CC=C(C=C1)CC(C)C (Ethyl 4-[3-[4-[(benzyloxycarbonyl)(4-isobutylphenyl)methoxy]benzoyl]indol-1-yl]butyrate). Reagents/catalysts: [Pd] (palladium on carbon). Solvent: O1CCOCC1 (1,4-dioxane), C(C)O (ethanol). Reaction conditions: temperature 25 celsius, time 2 hour. The product is C(=O)(O)C(OC1=CC=C(C(=O)C2=CN(C3=CC=CC=C23)CCCC(=O)OCC)C=C1)C1=CC=C(C=C1)CC(C)C (ethyl 4-[3-[4-[(carboxy)(4-isobutylphenyl)methoxy]benzoyl]indol-1-yl]butyrate). Yield: 74.5%. RXN SMILES: C([O:8][C:9]([CH:11]([C:38]1[CH:43]=[CH:42][C:41]([CH2:44][CH:45]([CH3:47])[CH3:46])=[CH:40][CH:39]=1)[O:12][C:13]1[CH:37]=[CH:36][C:16]([C:17]([C:19]2[C:27]3[C:22](=[CH:23][CH:24]=[CH:25][CH:26]=3)[N:21]([CH2:28][CH2:29][CH2:30][C:31]([O:33][CH2:34][CH3:35])=[O:32])[CH:20]=2)=[O:18])=[CH:15][CH:14]=1)=[O:10])C1C=CC=CC=1>O1CCOCC1.C(O)C.[Pd]>[C:9]([CH:11]([C:38]1[CH:39]=[CH:40][C:41]([CH2:44][CH:45]([CH3:46])[CH3:47])=[CH:42][CH:43]=1)[O:12][C:13]1[CH:14]=[CH:15][C:16]([C:17]([C:19]2[C:27]3[C:22](=[CH:23][CH:24]=[CH:25][CH:26]=3)[N:21]([CH2:28][CH2:29][CH2:30][C:31]([O:33][CH2:34][CH3:35])=[O:32])[CH:20]=2)=[O:18])=[CH:36][CH:37]=1)([OH:10])=[O:8]. Reported procedure: Ethyl 4-[3-[4-[(benzyloxycarbonyl)(4-isobutylphenyl)methoxy]benzoyl]indol-1-yl]butyrate (0.36 g) was dissolved in a mixture of 1,4-dioxane (10 ml) and ethanol (10 ml), and 10% palladium on carbon (0.2 g) was added. The mixture was stirred under hydrogen atmosphere at 25° C. for 2 hours. Removal of the catalyst and evaporation of the solvent gave ethyl 4-[3-[4-[(carboxy)(4-isobutylphenyl)methoxy]benzoyl]indol-1-yl]butyrate (0.23 g) as powder. Reactants: C(CC(O)(C(=O)O)CC(=O)O)(=O)O (citric acid), FC1=C(C=C(C=C1)/C(/C#N)=C/C1=CC=CC=C1)OC ((Z)-2-(4-fluoro-3-methoxyphenyl)-3-phenylacrylonitrile), ice water, [BH4-].[Na+] (sodium borohydride). Run in CCO (EtOH). The product is FC1=C(C=C(C=C1)C(C#N)CC1=CC=CC=C1)OC (2-(4-Fluoro-3-methoxy-phenyl)-3-phenyl-propionitrile). The yield is 110.8%. As a reaction SMILES: [F:1][C:2]1[CH:7]=[CH:6][C:5](/[C:8](=[CH:11]/[C:12]2[CH:17]=[CH:16][CH:15]=[CH:14][CH:13]=2)/[C:9]#[N:10])=[CH:4][C:3]=1[O:18][CH3:19].[BH4-].[Na+].C(O)(=O)CC(CC(O)=O)(C(O)=O)O>CCO>[F:1][C:2]1[CH:7]=[CH:6][C:5]([CH:8]([CH2:11][C:12]2[CH:13]=[CH:14][CH:15]=[CH:16][CH:17]=2)[C:9]#[N:10])=[CH:4][C:3]=1[O:18][CH3:19] |f:1.2|. Procedure: To a suspension of (Z)-2-(4-fluoro-3-methoxyphenyl)-3-phenylacrylonitrile (14.23 g, 56.2 mmol) in EtOH was added sodium borohydride (2.66 g, 70.2 mmol) and stirred at room temperature over night. Poured into ice-water, added 5% citric acid and extracted three times with EtOAc. The combined organic layers were washed with brine, dried over MgSO4, filtered and evaporated to obtain 15.9 g of an orange oil. Isolated yield 176.3%. The reactants are CC(C)(C)C=1C=C(C(=O)Cl)C=CC1OCCCCCCCCCCCCCC (3-(1,1-Dimethylethyl)-4-(tetradecyloxy)benzoyl chloride), [H-].[Na+] (sodium hydride), N1=CC(=CC=C1)CNC(C)=O (N-(3-Pyridinylmethyl)acetamide). Reported procedure: The title compound is prepared by the procedure of Example 27, using 0.90 g of product from Example 33, 0.316 g of washed 50% sodium hydride, 2.57 g of product from Example 14 and 25 ml of dry tetrahydrofuran. The residue is purified by chromatography (silica gel: 40% ethyl acetate/hexane) to give 1.81 g of the desired product as a yellow oil which crystallizes on standing. Yields the product C(C)(=O)N(C(C1=CC(=C(C=C1)OCCCCCCCCCC)C(C)(C)C)=O)CC=1C=NC=CC1 (N-Acetyl-4-(decyloxy)-3-(1,1-dimethylethyl)-N-(3-pyridinylmethyl)benzamide). RXN SMILES: [CH3:1][C:2]([C:5]1[CH:6]=[C:7]([CH:11]=[CH:12][C:13]=1[O:14][CH2:15][CH2:16][CH2:17][CH2:18][CH2:19][CH2:20][CH2:21][CH2:22][CH2:23][CH2:24]CCCC)[C:8](Cl)=[O:9])([CH3:4])[CH3:3].[H-].[Na+].[N:31]1[CH:36]=[CH:35][CH:34]=[C:33]([CH2:37][NH:38][C:39](=[O:41])[CH3:40])[CH:32]=1>O1CCCC1>[C:39]([N:38]([CH2:37][C:33]1[CH:32]=[N:31][CH:36]=[CH:35][CH:34]=1)[C:8](=[O:9])[C:7]1[CH:11]=[CH:12][C:13]([O:14][CH2:15][CH2:16][CH2:17][CH2:18][CH2:19][CH2:20][CH2:21][CH2:22][CH2:23][CH3:24])=[C:5]([C:2]([CH3:1])([CH3:3])[CH3:4])[CH:6]=1)(=[O:41])[CH3:40] |f:1.2|. Solvent: O1CCCC1 (tetrahydrofuran). Starting materials: c1(ccccc1)[Si]C, S(=O)(=O)(c1cc2c3cnc(c(c3)O[C@H](C)c3c(ccc(c3)F)C(N(Cc2cc1)C)=O)N)C. Reagents/catalysts: c1ccc(cc1)-c2c3ccccc3cc4ccccc24 (9-Phenylanthracene), Cl[Ir].[O+]#[C-].P(c1ccccc1)(c2ccccc2)c3ccccc3.P(c4ccccc4)(c5ccccc5)c6ccccc6 (IrClCO(PPh3)2). Run in CC1=CC=CC=C1 (Toluene). Reaction conditions: temperature 90 celsius, time 18 hour. The product is C[C@H]1Oc2cc(cnc2N)c3cc(ccc3CN(C)Cc4ccc(F)cc14)S(=O)(=O)C. RXN SMILES: [CH3:1][C@@H:2]1[c:27]([c:21]2[C:20](=O)[N:18]([CH3:19])[CH2:17][c:16]([c:11]3[c:6]4[cH:5][c:4]([c:9]([NH2:10])[n:8][cH:7]4)[O:3]1)[cH:15][cH:14][c:13]([S:28]([CH3:31])(=[O:30])=[O:29])[cH:12]3)[cH:26][c:24]([F:25])[cH:23][cH:22]2.C[SiH2]c1ccccc1>>[CH3:1][C@@H:2]1[c:27]([c:21]2[CH2:20][N:18]([CH3:19])[CH2:17][c:16]([c:11]3[c:6]4[cH:5][c:4]([c:9]([NH2:10])[n:8][cH:7]4)[O:3]1)[cH:15][cH:14][c:13]([S:28]([CH3:31])(=[O:30])=[O:29])[cH:12]3)[cH:26][c:24]([F:25])[cH:23][cH:22]2.